Dataset: the Open Reaction Database (ORD), a public repository of structured organic reaction records. Task: describe an organic reaction: reactants, conditions, products, and yield Starting materials: CC(C)(C)[O-].[K+] (KOtBu), O (water), C(C1=CC=CC=C1)N(C1CC(CCC1)CO)CC1=CC=CC=C1 (3-dibenzylaminocyclohexylmethanol), CC(C)(C)[O-].[K+] (KOtBu), ICC=1N=C(OC1C)C1=CC=C(C=C1)C (4-iodomethyl-5-methyl-2-p-tolyloxazole). The solvent is CC(C)(C)OC (MTBE), C1(=CC=CC=C1)Cl (PhCl). Conditions: time 2 day. Product: C(C1=CC=CC=C1)N(C1CC(CCC1)COCC=1N=C(OC1C)C=1C=C(C=CC1)C)CC1=CC=CC=C1 (dibenzyl-[3-(5-methyl-2-m-tolyloxazol-4-ylmethoxymethyl)cyclohexyl]amine). Isolated yield 92.3%. As a reaction SMILES: [CH2:1]([N:8]([CH2:17][C:18]1[CH:23]=[CH:22][CH:21]=[CH:20][CH:19]=1)[CH:9]1[CH2:14][CH2:13][CH2:12][CH:11]([CH2:15][OH:16])[CH2:10]1)[C:2]1[CH:7]=[CH:6][CH:5]=[CH:4][CH:3]=1.[CH3:24]C([O-])(C)C.[K+].I[CH2:31][C:32]1[N:33]=[C:34]([C:38]2[CH:43]=[CH:42][C:41](C)=[CH:40][CH:39]=2)[O:35][C:36]=1[CH3:37].O>C1(Cl)C=CC=CC=1.CC(OC)(C)C>[CH2:17]([N:8]([CH2:1][C:2]1[CH:3]=[CH:4][CH:5]=[CH:6][CH:7]=1)[CH:9]1[CH2:14][CH2:13][CH2:12][CH:11]([CH2:15][O:16][CH2:31][C:32]2[N:33]=[C:34]([C:38]3[CH:39]=[C:40]([CH3:24])[CH:41]=[CH:42][CH:43]=3)[O:35][C:36]=2[CH3:37])[CH2:10]1)[C:18]1[CH:23]=[CH:22][CH:21]=[CH:20][CH:19]=1 |f:1.2|. Procedure details: 5.0 g of 3-dibenzylaminocyclohexylmethanol and 1.72 g of KOtBu were initially charged in PhCl, and 7.59 g of 4-iodomethyl-5-methyl-2-p-tolyloxazole were added a little at a time. At room temperature and under an atmosphere of argon, the mixture was stirred for 2 days. Another 1.0 g of KOtBu was added, and stirring of the mixture was continued. The reaction was then complete. For work-up, water and MTBE were added, the phases were separated and the organic phase was washed with water and sat. NaC... The reactants are CS(C)=O, COc1cccc(CN)c1, CC#N, Cc1ccccc1-c1ccc(C(=O)N2Cc3ccc(C(=O)C(Cl)(Cl)Cl)n3Cc3ccccc32)cc1C. The product is COc1cccc(CNC(=O)c2ccc3n2Cc2ccccc2N(C(=O)c2ccc(-c4ccccc4C)c(C)c2)C3)c1. As a reaction SMILES: [CH3:37][S:38](=[O:39])[CH3:40].[CH3:41][O:42][c:43]1[cH:44][c:45]([CH2:46][NH2:47])[cH:48][cH:49][cH:50]1.[CH3:51][C:52]#[N:53].[Cl:1][C:2]([C:3](=[O:4])[c:5]1[cH:6][cH:7][c:8]2[n:14]1[CH2:13][c:12]1[c:11]([cH:18][cH:17][cH:16][cH:15]1)[N:10]([C:19](=[O:20])[c:21]1[cH:22][c:23]([CH3:34])[c:24](-[c:27]3[c:28]([CH3:33])[cH:29][cH:30][cH:31][cH:32]3)[cH:25][cH:26]1)[CH2:9]2)([Cl:35])[Cl:36]>>[C:3](=[O:4])([c:5]1[cH:6][cH:7][c:8]2[n:14]1[CH2:13][c:12]1[c:11]([cH:18][cH:17][cH:16][cH:15]1)[N:10]([C:19](=[O:20])[c:21]1[cH:22][c:23]([CH3:34])[c:24](-[c:27]3[c:28]([CH3:33])[cH:29][cH:30][cH:31][cH:32]3)[cH:25][cH:26]1)[CH2:9]2)[NH:47][CH2:46][c:45]1[cH:44][c:43]([O:42][CH3:41])[cH:50][cH:49][cH:48]1. Reactants: N#Cc1nn(-c2c(Cl)cc(C(F)(F)F)cc2Cl)c(Br)c1[N+](=O)[O-], CN, CCOC(C)=O, O. Yields the product CNc1c([N+](=O)[O-])c(C#N)nn1-c1c(Cl)cc(C(F)(F)F)cc1Cl. As a reaction SMILES: [Br:1][c:2]1[c:3]([N+:21](=[O:22])[O-:23])[c:4]([C:19]#[N:20])[n:5][n:6]1-[c:7]1[c:8]([Cl:18])[cH:9][c:10]([C:14]([F:15])([F:16])[F:17])[cH:11][c:12]1[Cl:13].[CH3:24][NH2:25].[CH3:27][CH2:28][O:29][C:30](=[O:31])[CH3:32].[OH2:26]>>[c:2]1([NH:25][CH3:24])[c:3]([N+:21](=[O:22])[O-:23])[c:4]([C:19]#[N:20])[n:5][n:6]1-[c:7]1[c:8]([Cl:18])[cH:9][c:10]([C:14]([F:15])([F:16])[F:17])[cH:11][c:12]1[Cl:13].